This data is from the Open Reaction Database (ORD), a public repository of structured organic reaction records. The task is: describe an organic reaction: reactants, conditions, products, and yield Starting materials: COC(=O)C1(CCC(CC1)CO)NC(C1=CC(=C(C=C1)OC)OCCC=1C=C(C=CC1)C)=O (4-Hydroxymethyl-1-[4-methoxy-3-(2-m-tolyl-ethoxy)-benzoylamino]-cyclohexanecarboxylic acid methyl ester), C(C)N(CC)S(F)(F)F (diethylaminosulfur trifluoride). The solvent is C(Cl)Cl (DCM). Conditions: time 72 hour. Yields the product FCC1CCC(CC1)(C(=O)O)NC(C1=CC(=C(C=C1)OC)OCCC=1C=C(C=CC1)C)=O (4-Fluoromethyl-1-[4-methoxy-3-(2-m-tolyl-ethoxy)-benzoylamino]-cyclohexanecarboxylic acid). RXN SMILES: C[O:2][C:3]([C:5]1([NH:13][C:14](=[O:33])[C:15]2[CH:20]=[CH:19][C:18]([O:21][CH3:22])=[C:17]([O:23][CH2:24][CH2:25][C:26]3[CH:27]=[C:28]([CH3:32])[CH:29]=[CH:30][CH:31]=3)[CH:16]=2)[CH2:10][CH2:9][CH:8]([CH2:11]O)[CH2:7][CH2:6]1)=[O:4].C(N(S(F)(F)[F:40])CC)C>C(Cl)Cl>[F:40][CH2:11][CH:8]1[CH2:9][CH2:10][C:5]([NH:13][C:14](=[O:33])[C:15]2[CH:20]=[CH:19][C:18]([O:21][CH3:22])=[C:17]([O:23][CH2:24][CH2:25][C:26]3[CH:27]=[C:28]([CH3:32])[CH:29]=[CH:30][CH:31]=3)[CH:16]=2)([C:3]([OH:2])=[O:4])[CH2:6][CH2:7]1. Procedure: The compound of step 1 of example 58 (100 mg, 0.220 mmol) was dissolved in DCM (2 ml), diethylaminosulfur trifluoride (35 mg, 0.22 mmol) was added and the mixture was stirred at room temperature for 72 h. The mixture was partitioned between EA and aqueous sodium hydrogencarbonate solution. The aqueous phase was extracted with EA, the combined organic phases were dried over sodium sulfate and evaporated to dryness. The residue was purified by silica gel chromatography (HEP/EA gradient) and hydrol... Reactants: BrCCCCOCC1=CC=CC=C1 (1-Bromo-4-benzyloxy-butane), C(C1=CC=CC=C1)OCCCCCC(COC1=C(C=CC=C1)F)O ((±)-7-Benzyloxy-1-(fluorophenoxy)-heptane-2-ol), [Mg] (Magnesium), [Cu](C#N)C#N (copper cyanide), FC1=CC=C(C=C1)C(C1CO1)OC(C1CO1)C1=CC=C(C=C1)F (4-fluorophenyl-glycidyl ether). Solvent: C(C)(=O)OCC.CCCCCC (ethyl acetate hexane), C1CCOC1 (THF), C1CCOC1 (THF). Conditions: time 1 hour. Yields the product C(C1=CC=CC=C1)OCCCCCCC (benzyloxy-heptane). As a reaction SMILES: [CH2:1]([O:8][CH2:9][CH2:10][CH2:11][CH2:12][CH2:13][CH:14](O)[CH2:15]OC1C=CC=CC=1F)[C:2]1[CH:7]=[CH:6][CH:5]=[CH:4][CH:3]=1.[Mg].BrCCCCOCC1C=CC=CC=1.[Cu](C#N)C#N.FC1C=CC(C(OC(C2C=CC(F)=CC=2)C2OC2)C2OC2)=CC=1>C1COCC1.C(OCC)(=O)C.CCCCCC>[CH2:1]([O:8][CH2:9][CH2:10][CH2:11][CH2:12][CH2:13][CH2:14][CH3:15])[C:2]1[CH:7]=[CH:6][CH:5]=[CH:4][CH:3]=1 |f:6.7|. Procedure details: Part 1: (±)-7-Benzyloxy-1-(fluorophenoxy)-heptane-2-ol (Scheme VIII; 42) Magnesium (2.4 g, 98 mmol) was added to a 250 ml flask and flame dried. Dry THF, 25 ml, and 1 ml of dibromoethane were then added. 1-Bromo-4-benzyloxy-butane 41 (12 g, 49.4 mmol) dissolved in 50 ml of dry THF was added dropwise and the reaction mixture was stirred at room temperature. After 1 hour, the reaction mixture is cooled in an ice-water bath and 90 mg of copper cyanide is added. After 10 minutes in an ice-bath, 4-fl... The reactants are CN1C(NC(C=2N(C=NC12)CC(N)=NO)=O)=O (2-(3-methyl-xanthine-7-yl)acetamidoxime), [Na] (sodium), C1(CCCCC1)C(=O)OCC (ethyl cyclohexane carboxylate). The solvent is C(C)O (ethanol), C(C)O (ethanol). Reaction conditions: time 10 hour. The product is CN1C(NC(C=2N(C=NC12)CC1=NOC(=N1)C1CCCCC1)=O)=O (3,7-dihydro-3-methyl-7-([5-cyclohexyl-1,2,4-oxadiazole-3-yl]methyl)-1H-purine-2,6-dione). The yield is 76.0%. Reaction SMILES: [CH3:1][N:2]1[C:10]2[N:9]=[CH:8][N:7]([CH2:11][C:12](=[N:14][OH:15])[NH2:13])[C:6]=2[C:5](=[O:16])[NH:4][C:3]1=[O:17].[Na].[CH:19]1([C:25](OCC)=O)[CH2:24][CH2:23][CH2:22][CH2:21][CH2:20]1>C(O)C>[CH3:1][N:2]1[C:10]2[N:9]=[CH:8][N:7]([CH2:11][C:12]3[N:13]=[C:25]([CH:19]4[CH2:24][CH2:23][CH2:22][CH2:21][CH2:20]4)[O:15][N:14]=3)[C:6]=2[C:5](=[O:16])[NH:4][C:3]1=[O:17] |^1:17|. Procedure details: A solution of 2.38 g of 2-(3-methyl-xanthine-7-yl)acetamidoxime in 25 ml of ethanol is admixed with a solution of 0.46 g of metallic sodium in 25 ml of ethanol and 3.02 g of ethyl cyclohexane carboxylate. The reaction mixture is heated to boiling under stirring for 10 hours, then evaporated. The residue is admixed with water and the pH is adjusted to 7. The precipitate is crystallized from aqueous ethanol. Thus 2.51 g of 3,7-dihydro-3-methyl-7-([5-cyclohexyl-1,2,4-oxadiazole-3-yl]methyl)-1H-puri... Reactants: CC1=C(C=C(C=C1)C)O (2,5-dimethylphenol), CC=1C=C(C=C(C1)C)O (3,5-dimethylphenol), CC1=C(C(O)=C(C=C1)C)O (3,6-dimethylcatechol). Yields the product CC1=C(O)C=C(C(=C1)O)C (2,5-dimethylhydroquinone). RXN SMILES: [CH3:1][C:2]1[CH:7]=[CH:6][C:5]([CH3:8])=[CH:4][C:3]=1[OH:9].CC1C=C([OH:18])C=C(C)C=1.CC1C=CC(C)=C(O)C=1O>>[CH3:1][C:2]1[CH:7]=[C:6]([OH:18])[C:5]([CH3:8])=[CH:4][C:3]=1[OH:9]. Reported procedure: By following in the same manner as in Example 53, except that 100 g. (819 m. moles) of 2,5-dimethylphenol were used instead of 3,5-dimethylphenol, 1.45 g. (10.5 m. moles) of 3,6-dimethylcatechol and 1.85 g. (13.4 m. moles) of 2,5-dimethylhydroquinone were obtained. The yield of dihydric alkylphenols was 46.9 percent. Starting materials: ice, CC=1NC=CN1 (2-methylimidazole), FC1=CC=C(C(=O)OCC)C=C1 (ethyl 4-fluorobenzoate), C([O-])([O-])=O.[K+].[K+] (potassium carbonate). Run in CS(=O)C (DMSO). Run at temperature 120 celsius. Yields the product CC=1N(C=CN1)C1=CC=C(C(=O)OCC)C=C1 (Ethyl 4-(2-methylimidazol-1-yl)benzoate). Yield: 34.0%. Reaction SMILES: [CH3:1][C:2]1[NH:3][CH:4]=[CH:5][N:6]=1.F[C:8]1[CH:18]=[CH:17][C:11]([C:12]([O:14][CH2:15][CH3:16])=[O:13])=[CH:10][CH:9]=1.C(=O)([O-])[O-].[K+].[K+]>CS(C)=O>[CH3:1][C:2]1[N:3]([C:8]2[CH:18]=[CH:17][C:11]([C:12]([O:14][CH2:15][CH3:16])=[O:13])=[CH:10][CH:9]=2)[CH:4]=[CH:5][N:6]=1 |f:2.3.4|. Procedure details: A mixture of 2-methylimidazole (50 g, 0.6 mol), ethyl 4-fluorobenzoate (100 g, 0.6 mol) and potassium carbonate (415 g, 3 mol) in dry DMSO (1.5 l ) was heated at 120° C. for 66 hours under a nitrogen atmosphere. After cooling to room temperature, the reaction mixture was poured into ice-cold water (1 l ), and extracted with Et2O (750 ml×2). The organic phase was washed with water (500 ml) and brine (500 ml), dried over MgSO4 and evaporated. The residual solid was recrystallized from ethyl acetat... The reactants are C[Si](C)(C)N=C=O, CCN(C(C)C)C(C)C, CC(c1c(Cl)ccc(F)c1Cl)c1c[nH]c2ncc(-c3cnn(C4CCNCC4)c3)cc12, ClCCl. Product: CC(c1c(Cl)ccc(F)c1Cl)c1c[nH]c2ncc(-c3cnn(C4CCN(C(N)=O)CC4)c3)cc12. Reaction SMILES: [CH3:32][Si:33]([CH3:34])([CH3:35])[N:36]=[C:37]=[O:38].[CH:39]([N:40]([CH2:41][CH3:42])[CH:43]([CH3:44])[CH3:45])([CH3:46])[CH3:47].[Cl:1][c:2]1[c:3]([CH:10]([CH3:11])[c:12]2[cH:13][nH:14][c:15]3[n:16][cH:17][c:18](-[c:21]4[cH:22][n:23][n:24]([CH:26]5[CH2:27][CH2:28][NH:29][CH2:30][CH2:31]5)[cH:25]4)[cH:19][c:20]23)[c:4]([Cl:9])[cH:5][cH:6][c:7]1[F:8].[Cl:48][CH2:49][Cl:50]>>[Cl:1][c:2]1[c:3]([CH:10]([CH3:11])[c:12]2[cH:13][nH:14][c:15]3[n:16][cH:17][c:18](-[c:21]4[cH:22][n:23][n:24]([CH:26]5[CH2:27][CH2:28][N:29]([C:37]([NH2:36])=[O:38])[CH2:30][CH2:31]5)[cH:25]4)[cH:19][c:20]23)[c:4]([Cl:9])[cH:5][cH:6][c:7]1[F:8]. Starting materials: [OH-].[K+] (potassium hydroxide), OC1=CC=C(C=C1)C(C)=O (4'-hydroxyacetophenone), ICCC (1-iodopropane). Run in C(C)O (ethanol). The product is C(CC)OC1=CC=C(C=C1)C(C)=O (4'-propoxyacetophenone). Yield: 97.8%. RXN SMILES: [OH:1][C:2]1[CH:7]=[CH:6][C:5]([C:8](=[O:10])[CH3:9])=[CH:4][CH:3]=1.[OH-].[K+].I[CH2:14][CH2:15][CH3:16]>C(O)C>[CH2:14]([O:1][C:2]1[CH:7]=[CH:6][C:5]([C:8](=[O:10])[CH3:9])=[CH:4][CH:3]=1)[CH2:15][CH3:16] |f:1.2|. Reported procedure: To 500 g (3670 mmole) of 4'-hydroxyacetophenone dissolved in 1000 ml of ethanol was added 450 g (3620 mmole) of 45% aqueous potassium hydroxide. To this mixture was added 650 g (3820 mmole) of 1-iodopropane. The resulting mixture was refluxed for 2 hours, cooled, concentrated in vacuo, and the resulting mixture was dissolved in 1000 ml of diethyl ether and 1000 ml of water. The organic layer was separated, washed with brine adjusted to pH 13 with aqueous sodium hydroxide, dried over anhydrous ma...